Task: describe an organic reaction: reactants, conditions, products, and yield. Dataset: the Open Reaction Database (ORD), a public repository of structured organic reaction records The reactants are C1(CC1)NC=1C=CC(=NC1OCC1CC1)C(=O)O (5-cyclopropylamino-6-cyclopropylmethoxy-pyridine-2-carboxylic acid), N[C@H](C(=O)N)CC1CC1 ((S)-2-amino-3-cyclopropyl-propionamide). Yields the product C(N)(=O)[C@H](CC1CC1)NC(=O)C1=NC(=C(C=C1)NC1CC1)OCC1CC1 (5-Cyclopropylamino-6-cyclopropylmethoxy-pyridine-2-carboxylic acid ((S)-1-carbamoyl-2-cyclopropyl-ethyl)-amide). RXN SMILES: [CH:1]1([NH:4][C:5]2[CH:6]=[CH:7][C:8]([C:16]([OH:18])=O)=[N:9][C:10]=2[O:11][CH2:12][CH:13]2[CH2:15][CH2:14]2)[CH2:3][CH2:2]1.[NH2:19][C@@H:20]([CH2:24][CH:25]1[CH2:27][CH2:26]1)[C:21]([NH2:23])=[O:22]>>[C:21]([C@@H:20]([NH:19][C:16]([C:8]1[CH:7]=[CH:6][C:5]([NH:4][CH:1]2[CH2:2][CH2:3]2)=[C:10]([O:11][CH2:12][CH:13]2[CH2:14][CH2:15]2)[N:9]=1)=[O:18])[CH2:24][CH:25]1[CH2:27][CH2:26]1)(=[O:22])[NH2:23]. Reported procedure: The title compound was synthesized in analogy to Example 1, using 5-cyclopropylamino-6-cyclopropylmethoxy-pyridine-2-carboxylic acid and (S)-2-amino-3-cyclopropyl-propionamide (CAN 156077-93-9) as starting materials, MS (EI): m/e=359.2 [M+H]+. The reactants are CC(C)(C)CC(=O)Cl, CCCC[Sn](CCCC)(CCCC)c1cccs1, Cc1ccccc1, Cl[Pd]Cl, c1ccc(P(c2ccccc2)c2ccccc2)cc1, c1ccc(P(c2ccccc2)c2ccccc2)cc1. The product is CC(C)(C)CC(=O)c1cccs1. RXN SMILES: [C:1]([CH3:2])([CH3:3])([CH3:4])[CH2:5][C:6](=[O:7])[Cl:8].[CH2:9]([Sn:10]([CH2:11][CH2:12][CH2:13][CH3:19])([c:14]1[s:15][cH:16][cH:17][cH:18]1)[CH2:20][CH2:21][CH2:22][CH3:23])[CH2:24][CH2:25][CH3:26].[CH3:27][c:28]1[cH:29][cH:30][cH:31][cH:32][cH:33]1.[Pd:34]([Cl:35])[Cl:36].[c:37]1([P:38]([c:39]2[cH:40][cH:41][cH:42][cH:43][cH:44]2)[c:45]2[cH:46][cH:47][cH:48][cH:49][cH:50]2)[cH:51][cH:52][cH:53][cH:54][cH:55]1.[c:56]1([P:57]([c:58]2[cH:59][cH:60][cH:61][cH:62][cH:63]2)[c:64]2[cH:65][cH:66][cH:67][cH:68][cH:69]2)[cH:70][cH:71][cH:72][cH:73][cH:74]1>>[C:1]([CH3:2])([CH3:3])([CH3:4])[CH2:5][C:6](=[O:7])[c:14]1[s:15][cH:16][cH:17][cH:18]1. Yields the product ClC1=C(C(=CC=C1)Cl)SCC1=NOC(=C1COC1=CC=C(C=C1)C=1C=C2C=CC(=NC2=CC1)C(=O)OCC)C(C)C (ethyl 6-[4-({[3-{[(2,6-dichlorophenyl)thio]methyl}-5-(1-methylethyl)-4-isoxazolyl]methyl}oxy)phenyl]-2-quinolinecarboxylate). Solvent: ClCCl (dichloromethane). Procedure: To a solution of [3-{[(2,6-dichlorophenyl)thio]methyl}-5-(1-methylethyl)-4-isoxazolyl]methanol (22 mg, 0.066 mmol), ethyl 6-(4-hydroxyphenyl)-2-quinolinecarboxylate (19 mg, 0.066 mmol) and triphenylphosphine (35 mg, 0.13 mmol) in dichloromethane (1 mL) was added di-tert-butyl azodicarboxylate (30 mg, 0.13 mmol). The solution was stirred at ambient temperature approximately 4.5 hours and then was adsorbed onto silica gel. Purification was done by chromatography (silica gel, 0-75% ethyl acetate in... The reactants are ClC1=C(C(=CC=C1)Cl)SCC1=NOC(=C1CO)C(C)C ([3-{[(2,6-dichlorophenyl)thio]methyl}-5-(1-methylethyl)-4-isoxazolyl]methanol), OC1=CC=C(C=C1)C=1C=C2C=CC(=NC2=CC1)C(=O)OCC (ethyl 6-(4-hydroxyphenyl)-2-quinolinecarboxylate), C1(=CC=CC=C1)P(C1=CC=CC=C1)C1=CC=CC=C1 (triphenylphosphine), N(=NC(=O)OC(C)(C)C)C(=O)OC(C)(C)C (di-tert-butyl azodicarboxylate). Reaction conditions: time 4.5 hour. Reaction SMILES: [Cl:1][C:2]1[CH:7]=[CH:6][CH:5]=[C:4]([Cl:8])[C:3]=1[S:9][CH2:10][C:11]1[C:15]([CH2:16][OH:17])=[C:14]([CH:18]([CH3:20])[CH3:19])[O:13][N:12]=1.O[C:22]1[CH:27]=[CH:26][C:25]([C:28]2[CH:29]=[C:30]3[C:35](=[CH:36][CH:37]=2)[N:34]=[C:33]([C:38]([O:40][CH2:41][CH3:42])=[O:39])[CH:32]=[CH:31]3)=[CH:24][CH:23]=1.C1(P(C2C=CC=CC=2)C2C=CC=CC=2)C=CC=CC=1.N(C(OC(C)(C)C)=O)=NC(OC(C)(C)C)=O>ClCCl>[Cl:8][C:4]1[CH:5]=[CH:6][CH:7]=[C:2]([Cl:1])[C:3]=1[S:9][CH2:10][C:11]1[C:15]([CH2:16][O:17][C:22]2[CH:23]=[CH:24][C:25]([C:28]3[CH:29]=[C:30]4[C:35](=[CH:36][CH:37]=3)[N:34]=[C:33]([C:38]([O:40][CH2:41][CH3:42])=[O:39])[CH:32]=[CH:31]4)=[CH:26][CH:27]=2)=[C:14]([CH:18]([CH3:20])[CH3:19])[O:13][N:12]=1. Isolated yield 64.8%. The reactants are O=C([O-])[O-], Cc1ccc(S(=O)(=O)OCCOCCOCCF)cc1, CN1CCCC1=O, CCOC(C)=O, [Cs+], [Cs+], CC(C)(C)OC(=O)Nc1ccc2c(c1)[nH]c1cc(O)ccc12. Product: CC(C)(C)OC(=O)Nc1ccc2c(c1)[nH]c1cc(OCCOCCOCCF)ccc12. Reaction SMILES: [C:43](=[O:44])([O-:45])[O-:46].[CH3:23][c:24]1[cH:25][cH:26][c:27]([S:28]([O:29][CH2:34][CH2:35][O:36][CH2:37][CH2:38][O:39][CH2:40][CH2:41][F:42])(=[O:30])=[O:31])[cH:32][cH:33]1.[CH3:49][N:50]1[CH2:51][CH2:52][CH2:53][C:54]1=[O:55].[CH3:56][CH2:57][O:58][C:59]([CH3:60])=[O:61].[Cs+:47].[Cs+:48].[OH:1][c:2]1[cH:3][cH:4][c:5]2[c:6]3[cH:7][cH:8][c:9]([NH:15][C:16]([O:17][C:18]([CH3:19])([CH3:20])[CH3:21])=[O:22])[cH:10][c:11]3[nH:12][c:13]2[cH:14]1>>[O:1]([c:2]1[cH:3][cH:4][c:5]2[c:6]3[cH:7][cH:8][c:9]([NH:15][C:16]([O:17][C:18]([CH3:19])([CH3:20])[CH3:21])=[O:22])[cH:10][c:11]3[nH:12][c:13]2[cH:14]1)[CH2:34][CH2:35][O:36][CH2:37][CH2:38][O:39][CH2:40][CH2:41][F:42]. Starting materials: ClCC1=NC=CC(=C1OC)OCC1CC1 (2-Chloromethyl-4-cyclopropylmethoxy-3-methoxypyridine), C(C)(=O)C1=CC2=C(N=C(N2)S)C=C1C (5-acetyl-6-methyl-2-mercaptobenzimidazole), [OH-].[Na+] (NaOH). The solvent is C(Cl)Cl (methylene chloride), C(C)O (ethanol), [Cl-].[Na+].O (brine). The product is C(C)(=O)C1=CC2=C(NC(=N2)SCC2=NC=CC(=C2OC)OCC2CC2)C=C1C (5-acetyl-6-methyl-2-[[(4-cyclopropylmethoxy-3-methoxy-2-pyridinyl)methyl]thio]- 1H-benzimidazole). As a reaction SMILES: Cl[CH2:2][C:3]1[C:8]([O:9][CH3:10])=[C:7]([O:11][CH2:12][CH:13]2[CH2:15][CH2:14]2)[CH:6]=[CH:5][N:4]=1.[C:16]([C:19]1[C:28]([CH3:29])=[CH:27][C:22]2[N:23]=[C:24]([SH:26])[NH:25][C:21]=2[CH:20]=1)(=[O:18])[CH3:17].[OH-].[Na+]>C(O)C.C(Cl)Cl.[Cl-].[Na+].O>[C:16]([C:19]1[C:28]([CH3:29])=[CH:27][C:22]2[NH:23][C:24]([S:26][CH2:2][C:3]3[C:8]([O:9][CH3:10])=[C:7]([O:11][CH2:12][CH:13]4[CH2:15][CH2:14]4)[CH:6]=[CH:5][N:4]=3)=[N:25][C:21]=2[CH:20]=1)(=[O:18])[CH3:17] |f:2.3,6.7.8|. Reported procedure: 2-Chloromethyl-4-cyclopropylmethoxy-3-methoxypyridine (50 mg, 0.22 mmol) and 5-acetyl-6-methyl-2-mercaptobenzimidazole (50 mg, 0.24 mmol) were dissolved in ethanol (15 ml). The pH value of the solution was adjusted to 9 (0.2M NaOH) whereupon the solution was refluxed for 10 min. After concentration of the reaction mixture at reduced pressure the residue was taken up in methylene chloride (10 ml) and brine (2 ml). The phases were separated and the organic phase was dried over sodium sulphate, fil... Reactants: CI, CC(C)=O, CN1CCNC1=NC(=S)Nc1ccccc1. Product: CSC(=Nc1ccccc1)N=C1NCCN1C, I. As a reaction SMILES: [CH3:17][I:18].[CH3:19][C:20](=[O:21])[CH3:22].[CH3:1][N:2]1[C:3](=[N:7][C:8](=[S:9])[NH:10][c:11]2[cH:12][cH:13][cH:14][cH:15][cH:16]2)[NH:4][CH2:5][CH2:6]1>>[CH3:1][N:2]1[C:3](=[N:7][C:8]([S:9][CH3:17])=[N:10][c:11]2[cH:12][cH:13][cH:14][cH:15][cH:16]2)[NH:4][CH2:5][CH2:6]1.[IH:18]. Reactants: C1CCOC1, COC(=O)CN1C(=O)CN(C(=O)CC(Cc2cc(F)c(F)cc2F)NC(=O)OC(C)(C)C)Cc2ccccc21, Cl, [Li+], [OH-], O. Product: CC(C)(C)OC(=O)NC(CC(=O)N1CC(=O)N(CC(=O)O)c2ccccc2C1)Cc1cc(F)c(F)cc1F. RXN SMILES: [CH2:43]1[O:44][CH2:45][CH2:46][CH2:47]1.[CH3:1][O:2][C:3]([CH2:4][N:5]1[C:6](=[O:38])[CH2:7][N:8]([C:16]([CH2:17][CH:18]([CH2:19][c:20]2[c:21]([F:28])[cH:22][c:23]([F:27])[c:24]([F:26])[cH:25]2)[NH:29][C:30](=[O:31])[O:32][C:33]([CH3:34])([CH3:35])[CH3:36])=[O:37])[CH2:9][c:10]2[c:11]1[cH:12][cH:13][cH:14][cH:15]2)=[O:39].[ClH:42].[Li+:40].[OH-:41].[OH2:48]>>[O:2]=[C:3]([CH2:4][N:5]1[C:6](=[O:38])[CH2:7][N:8]([C:16]([CH2:17][CH:18]([CH2:19][c:20]2[c:21]([F:28])[cH:22][c:23]([F:27])[c:24]([F:26])[cH:25]2)[NH:29][C:30](=[O:31])[O:32][C:33]([CH3:34])([CH3:35])[CH3:36])=[O:37])[CH2:9][c:10]2[c:11]1[cH:12][cH:13][cH:14][cH:15]2)[OH:39].